This data is from the Open Reaction Database (ORD), a public repository of structured organic reaction records. The task is: describe an organic reaction: reactants, conditions, products, and yield The reactants are CN(C(C(=S)OCC)=CC=C(C(=O)OCC)C1=CC=CC=C1)C (diethyl 2-dimethylamino-5-phenylthio-2,4-hexadienedioate), CC[O-].[Na+] (sodium ethylate), CSCC(=O)OCC (ethyl (methylthio)acetate), F[B-](F)(F)F.CN(C(=CC=[N+](C)C)C(=O)OCC)C (N-(3-dimethylamino-3-ethoxycarbonylpropenylidene)-N-methylmethanaminium tetrafluoroborate), ethanolic solution. The solvent is C(C)O (ethanol). Yields the product CN(C(C(=S)OCC)=CC=C(C(=O)OCC)C)C (Diethyl 2-dimethylamino-5-methylthio-2,4-hexadienedioate). As a reaction SMILES: [CH3:1][N:2]([CH3:23])[C:3](=[CH:9][CH:10]=[C:11]([C:17]1C=CC=CC=1)[C:12]([O:14][CH2:15][CH3:16])=[O:13])[C:4]([O:6][CH2:7][CH3:8])=[S:5].F[B-](F)(F)F.CN(C)C(C(OCC)=O)=CC=[N+](C)C.CC[O-].[Na+].CSCC(OCC)=O>C(O)C>[CH3:23][N:2]([CH3:1])[C:3](=[CH:9][CH:10]=[C:11]([CH3:17])[C:12]([O:14][CH2:15][CH3:16])=[O:13])[C:4]([O:6][CH2:7][CH3:8])=[S:5] |f:1.2,3.4|. Procedure: The procedure is as in Example 2 for the preparation of diethyl 2-dimethylamino-5-phenylthio-2,4-hexadienedioate, starting with N-(3-dimethylamino-3-ethoxycarbonylpropenylidene)-N-methylmethanaminium tetrafluoroborate (28.6 g), a 2M ethanolic solution of sodium ethylate (50 cc) and ethyl (methylthio)acetate (13.4 g) in ethanol (180 cc). Diethyl 2-dimethylamino-5-methylthio-2,4-hexadienedioate (21.9 g) is thereby obtained in the form of a brown oil, and is used in the crude state in the subsequen...